Dataset: the Open Reaction Database (ORD), a public repository of structured organic reaction records. Task: describe an organic reaction: reactants, conditions, products, and yield Reactants: C(CC)[C@@H]1CC[C@H](CC1)[C@@H]1CC[C@H](CC1)CCC1=CC=C(C=C1)Br (1-[trans-4-(trans-4-n-propylcyclohexyl)cyclohexyl]-2-(p-bromophenyl)ethane), FC(C1=CC=C(C=C1)OB(O)O)(F)F (p-trifluoromethylphenylboric acid), Pd(Ph3)4, C(=O)([O-])[O-].[Na+].[Na+] (Na2CO3). The solvent is C1(=CC=CC=C1)C (toluene), C(C)O (ethanol). The product is C(CC)[C@@H]1CC[C@H](CC1)[C@@H]1CC[C@H](CC1)CCC1=CC=C(C=C1)C1=CC=C(C=C1)C(F)(F)F (1-[trans-4-(trans-4-n-propylcyclohexyl)-cyclohexyl]-2-(4-trifluoromethylbiphenyl-4'-yl)ethane). As a reaction SMILES: [CH2:1]([C@H:4]1[CH2:9][CH2:8][C@H:7]([C@H:10]2[CH2:15][CH2:14][C@H:13]([CH2:16][CH2:17][C:18]3[CH:23]=[CH:22][C:21](Br)=[CH:20][CH:19]=3)[CH2:12][CH2:11]2)[CH2:6][CH2:5]1)[CH2:2][CH3:3].[F:25][C:26]([F:38])([F:37])[C:27]1[CH:32]=[CH:31][C:30](OB(O)O)=[CH:29][CH:28]=1.C([O-])([O-])=O.[Na+].[Na+]>C1(C)C=CC=CC=1.C(O)C>[CH2:1]([C@H:4]1[CH2:9][CH2:8][C@H:7]([C@H:10]2[CH2:15][CH2:14][C@H:13]([CH2:16][CH2:17][C:18]3[CH:23]=[CH:22][C:21]([C:30]4[CH:31]=[CH:32][C:27]([C:26]([F:38])([F:37])[F:25])=[CH:28][CH:29]=4)=[CH:20][CH:19]=3)[CH2:12][CH2:11]2)[CH2:6][CH2:5]1)[CH2:2][CH3:3] |f:2.3.4|. Procedure: A solution of 0.05 m of 1-[trans-4-(trans-4-n-propylcyclohexyl)cyclohexyl]-2-(p-bromophenyl)ethane (DE 3317597) and 0.05 m of p-trifluoromethylphenylboric acid (prepared from p-bromotriflurotoluene by consecutive reaction with n-BuLi/B(OCH3)3 and H+ /H2O) in 100 ml of toluene and 50 ml of ethanol is refluxed for 4 hours after 0.0001 m of Pd(Ph3)4 and 50 ml of Na2CO3 solution (2M) have been added, Conventional extractive work-up and subsequent purification by chromatography and crystallization gi... Starting materials: CC(C)=O, Cc1nn(-c2ccc(Cl)cc2)c(C)c1C=O. Yields the product Cc1nn(-c2ccc(Cl)cc2)c(C)c1C(=O)O. Reaction SMILES: [CH3:17][C:18]([CH3:19])=[O:20].[Cl:1][c:2]1[cH:3][cH:4][c:5](-[n:8]2[n:9][c:10]([CH3:16])[c:11]([CH:14]=[O:15])[c:12]2[CH3:13])[cH:6][cH:7]1>>[Cl:1][c:2]1[cH:3][cH:4][c:5](-[n:8]2[n:9][c:10]([CH3:16])[c:11]([C:14](=[O:15])[OH:20])[c:12]2[CH3:13])[cH:6][cH:7]1. As a reaction SMILES: [Al+3:2].[C:7]([CH3:8])([CH3:9])([CH3:10])[Si:11]([O:12][CH:13]1[CH2:14][CH2:15][CH:16]([C:19](=[O:20])[O:21][CH3:22])[CH2:17][CH2:18]1)([CH3:23])[CH3:24].[CH3:27][O:28][C:29]([CH3:30])([CH3:31])[CH3:32].[H-:1].[H-:4].[H-:5].[H-:6].[K+:26].[Li+:3].[OH-:25].[OH2:33]>>[C:7]([CH3:8])([CH3:9])([CH3:10])[Si:11]([O:12][CH:13]1[CH2:14][CH2:15][CH:16]([CH2:19][OH:20])[CH2:17][CH2:18]1)([CH3:23])[CH3:24]. Yields the product CC(C)(C)[Si](C)(C)OC1CCC(CO)CC1. Starting materials: [Al+3], COC(=O)C1CCC(O[Si](C)(C)C(C)(C)C)CC1, COC(C)(C)C, [H-], [H-], [H-], [H-], [K+], [Li+], [OH-], O. Reported procedure: 2-Chloronicotinoyl chloride (3.5 g) was added to a solution of 3-amino-2-bromo-6-methoxy-4-methylpyridine (4.5 g) in methylene chloride, and the resulting mixture was stirred overnight at room temperature, and triturated with diisopropyl ether. The precipitated solid was filtered to give 6.0 g of the title compound, suitable for use in the next reaction. Isolated yield 84.6%. Yields the product BrC1=NC(=CC(=C1NC(=O)C=1C(=NC=CC1)Cl)C)OC (N-(2-Bromo-6-methoxy-4-methyl-3-pyridinyl)-2-chloro-3-pyridinecarboxamide). Reaction SMILES: [Cl:1][C:2]1[N:10]=[CH:9][CH:8]=[CH:7][C:3]=1[C:4](Cl)=[O:5].[NH2:11][C:12]1[C:13]([Br:21])=[N:14][C:15]([O:19][CH3:20])=[CH:16][C:17]=1[CH3:18]>C(Cl)Cl>[Br:21][C:13]1[C:12]([NH:11][C:4]([C:3]2[C:2]([Cl:1])=[N:10][CH:9]=[CH:8][CH:7]=2)=[O:5])=[C:17]([CH3:18])[CH:16]=[C:15]([O:19][CH3:20])[N:14]=1. The reactants are ClC1=C(C(=O)Cl)C=CC=N1 (2-Chloronicotinoyl chloride), NC=1C(=NC(=CC1C)OC)Br (3-amino-2-bromo-6-methoxy-4-methylpyridine). Reaction conditions: time 8 hour. The solvent is C(Cl)Cl (methylene chloride).